From a dataset of the Open Reaction Database (ORD), a public repository of structured organic reaction records. describe an organic reaction: reactants, conditions, products, and yield The reactants are CO, [H][H], O=C1Nc2ccccc2CCN1C1CCN(Cc2ccccc2)CC1. Product: O=C1Nc2ccccc2CCN1C1CCNCC1. RXN SMILES: [CH3:28][OH:29].[H:26][H:27].[c:1]1([CH2:2][N:8]2[CH2:9][CH2:10][CH:11]([N:14]3[C:15](=[O:25])[NH:16][c:17]4[c:18]([cH:21][cH:22][cH:23][cH:24]4)[CH2:19][CH2:20]3)[CH2:12][CH2:13]2)[cH:3][cH:4][cH:5][cH:6][cH:7]1>>[NH:8]1[CH2:9][CH2:10][CH:11]([N:14]2[C:15](=[O:25])[NH:16][c:17]3[c:18]([cH:21][cH:22][cH:23][cH:24]3)[CH2:19][CH2:20]2)[CH2:12][CH2:13]1. The reactants are CC12CCC(O)CC1=CCC1C2CCC2(C)C1C=CC21OCCO1, CC(C)=O, O, O, Cc1ccc(S(=O)(=O)O)cc1. RXN SMILES: [CH2:1]1[O:2][C:3]2([C:4]3([CH3:5])[CH:6]([CH:7]=[CH:8]2)[CH:9]2[CH2:10][CH:11]=[C:12]4[CH2:13][CH:14]([OH:22])[CH2:15][CH2:16][C:17]4([CH3:18])[CH:19]2[CH2:20][CH2:21]3)[O:24][CH2:23]1.[CH3:37][C:38](=[O:39])[CH3:40].[OH2:25].[OH2:41].[c:26]1([CH3:27])[cH:28][cH:29][c:30]([S:31]([OH:32])(=[O:33])=[O:34])[cH:35][cH:36]1>>[O:2]=[C:3]1[C:4]2([CH3:5])[CH:6]([CH:7]=[CH:8]1)[CH:9]1[CH2:10][CH:11]=[C:12]3[CH2:13][CH:14]([OH:22])[CH2:15][CH2:16][C:17]3([CH3:18])[CH:19]1[CH2:20][CH2:21]2. Yields the product CC12CCC3C(CC=C4CC(O)CCC43C)C1C=CC2=O. Reactants: FC(S(=O)(=O)O[Si](C)(C)C(C)(C)C)(F)F (t-butyldimethylsilyl trifluoromethane sulfonate), BrC1=C(C(=CC(=C1F)F)F)F (1-bromo-2,3,5,6-tetrafluorobenzene), C6HBrF4, C(CCC)[Li] (Butyllithium). The solvent is C(C)OCC (diethyl ether). Conditions: temperature -78 celsius. Yields the product C[Si](C1=C(C(=CC(=C1F)F)F)F)(C(C)(C)C)C (1-(Dimethyl-t-Butylsilyl)-2,3,5,6-Tetrafluorobenzene). Reaction SMILES: Br[C:2]1[C:7]([F:8])=[C:6]([F:9])[CH:5]=[C:4]([F:10])[C:3]=1[F:11].C([Li])CCC.FC(F)(F)S(O[Si:23]([C:26]([CH3:29])([CH3:28])[CH3:27])([CH3:25])[CH3:24])(=O)=O>C(OCC)C>[CH3:24][Si:23]([CH3:25])([C:26]([CH3:29])([CH3:28])[CH3:27])[C:2]1[C:7]([F:8])=[C:6]([F:9])[CH:5]=[C:4]([F:10])[C:3]=1[F:11]. Procedure: The compound, 1-bromo-2,3,5,6-tetrafluorobenzene, C6HBrF4, (14.8 g, 64.6 mmol) was dissolved in diethyl ether (200 ml) in a 500 ml flask and was cooled down to -78° C. Butyllithium (40 ml, 1.6M in hexanes) was then added to the flask dropwise while the solution was being stirred vigorously. After it had been stirred for one hour, t-butyldimethylsilyl trifluoromethane sulfonate (17.0 g, 64.6 mmol) was injected via a syringe. The reaction mixture was allowed to slowly warm up to room temperature o... Reactants: BrC=1C(=NC(=CC1)CO)OC (3-bromo-2-methoxy-6-(hydroxymethyl)pyridine), CI (MeI). The solvent is C1CCOC1 (THF). Conditions: temperature 0 celsius, time 30 minute. Product: BrC=1C(=NC(=CC1)COC)OC (3-bromo-2-methoxy-6-methoxymethyl-pyridine). RXN SMILES: [Br:1][C:2]1[C:3]([O:10][CH3:11])=[N:4][C:5]([CH2:8][OH:9])=[CH:6][CH:7]=1.[CH3:12]I>C1COCC1>[Br:1][C:2]1[C:3]([O:10][CH3:11])=[N:4][C:5]([CH2:8][O:9][CH3:12])=[CH:6][CH:7]=1. Reported procedure: step 1—A NaH dispersion (226 mg, 5.64 mmol, 60% mineral oil dispersion) was triturated with hexanes (3×10 mL) and dried under a stream of N2 then suspended in THF (23.5 mL) and cooled to 0° C. A solution of 3-bromo-2-methoxy-6-(hydroxymethyl)pyridine (0.88 g, 3.79 mmol) in THF (10 mL) was added drop-wise and the mixture was stirred for 30 min. To the solution was added MeI (1.00 g, 441 μl, 7.05 mmol) and the mixture was warmed to RT. After 1 h the crude reaction mixture was concentrated in vacuo... Reactants: N#Cc1ncccc1Br, O=C([O-])[O-], O=C([O-])O, C1COCCO1, CN1C(=O)NCC1C(=O)NCc1ccc(Cl)cc1Cl, [Cs+], [Cs+], [Na+], O=C(C=Cc1ccccc1)C=Cc1ccccc1, O=C(C=Cc1ccccc1)C=Cc1ccccc1, O=C(C=Cc1ccccc1)C=Cc1ccccc1, [Pd], [Pd]. The product is CN1C(=O)N(c2cccnc2C#N)CC1C(=O)NCc1ccc(Cl)cc1Cl. Reaction SMILES: [Br:20][c:21]1[c:22]([C:27]#[N:28])[n:23][cH:24][cH:25][cH:26]1.[C:29](=[O:30])([O-:31])[O-:32].[C:41](=[O:42])([O-:43])[OH:44].[CH2:35]1[O:36][CH2:37][CH2:38][O:39][CH2:40]1.[Cl:1][c:2]1[c:3]([CH2:9][NH:10][C:11](=[O:12])[CH:13]2[N:14]([CH3:19])[C:15](=[O:18])[NH:16][CH2:17]2)[cH:4][cH:5][c:6]([Cl:8])[cH:7]1.[Cs+:33].[Cs+:34].[Na+:45].[O:48]=[C:49]([CH:50]=[CH:51][c:52]1[cH:53][cH:54][cH:55][cH:56][cH:57]1)[CH:58]=[CH:59][c:60]1[cH:61][cH:62][cH:63][cH:64][cH:65]1.[O:66]=[C:67]([CH:68]=[CH:69][c:70]1[cH:71][cH:72][cH:73][cH:74][cH:75]1)[CH:76]=[CH:77][c:78]1[cH:79][cH:80][cH:81][cH:82][cH:83]1.[O:84]=[C:85]([CH:86]=[CH:87][c:88]1[cH:89][cH:90][cH:91][cH:92][cH:93]1)[CH:94]=[CH:95][c:96]1[cH:97][cH:98][cH:99][cH:100][cH:101]1.[Pd:46].[Pd:47]>>[Cl:1][c:2]1[c:3]([CH2:9][NH:10][C:11](=[O:12])[CH:13]2[N:14]([CH3:19])[C:15](=[O:18])[N:16]([c:21]3[c:22]([C:27]#[N:28])[n:23][cH:24][cH:25][cH:26]3)[CH2:17]2)[cH:4][cH:5][c:6]([Cl:8])[cH:7]1. Reactants: COC=1C=C(C=CC1OC)CCC(O)C1(CC1)CC (2-(3,4-dimethoxyphenyl)ethyl 1-ethylcyclopropyl carbinol), D4, C1, tribromide, [Br-].[Li+] (lithium bromide). Reagents/catalysts: [Br-].[Zn+2].[Br-] (zinc bromide). The product is C(C)C(CCBr)=CCCC1=CC(=C(C=C1)OC)OC (3-Ethyl-6-(3,4-dimethoxyphenyl)-3-hexenyl bromide). RXN SMILES: [CH3:1][O:2][C:3]1[CH:4]=[C:5]([CH2:11][CH2:12][CH:13]([C:15]2([CH2:18][CH3:19])[CH2:17][CH2:16]2)O)[CH:6]=[CH:7][C:8]=1[O:9][CH3:10].[Br-:20].[Li+]>[Br-].[Zn+2].[Br-]>[CH2:18]([C:15](=[CH:13][CH2:12][CH2:11][C:5]1[CH:6]=[CH:7][C:8]([O:9][CH3:10])=[C:3]([O:2][CH3:1])[CH:4]=1)[CH2:16][CH2:17][Br:20])[CH3:19] |f:1.2,3.4.5|. Procedure details: 3-Ethyl-6-(3,4-dimethoxyphenyl)-3-hexenyl bromide [V; Ar is 3,4-(CH3O)2C6H3, R is C2H5 ] was prepared from 16 g. of 2-(3,4-dimethoxyphenyl)ethyl 1-ethylcyclopropyl carbinol (Preparation B4), 16.8 g. of phosphours tribromide, 16.8 g. of lithium bromide and 17.6 g. of zinc bromide according to the procedure given above in Preparation C1. The product was used directly in the succeeding step (Preparation D4) without isolation.